describe an organic reaction: reactants, conditions, products, and yield From a dataset of the Open Reaction Database (ORD), a public repository of structured organic reaction records. Reactants: CN1CCC2CCCCC12 (1-methyl-octahydroindole), ICCCC (1-iodobutane), ICCCC (1-iodobutane). Run in CO (methanol). Yields the product [I-].C(CCC)[N+]1(CCC2CCCCC12)C (1-butyl-1-methyl-octahydroindolium iodide). Yield: 87060.4%. RXN SMILES: [CH3:1][N:2]1[CH:10]2[CH:5]([CH2:6][CH2:7][CH2:8][CH2:9]2)[CH2:4][CH2:3]1.[I:11][CH2:12][CH2:13][CH2:14][CH3:15]>CO>[I-:11].[CH2:12]([N+:2]1([CH3:1])[CH:10]2[CH:5]([CH2:6][CH2:7][CH2:8][CH2:9]2)[CH2:4][CH2:3]1)[CH2:13][CH2:14][CH3:15] |f:3.4|. Procedure details: 20 g (0.14 mmol) of 1-methyl-octahydroindole was mixed with 53 g (0.29 mmol) of 1-iodobutane in 300 mL of methanol. The reaction mixture was heated at reflux for 72 hours. Then, an additional 0.5 mol equivalent of 1-iodobutane was added and the reaction mixture was heated for an additional 12 hours. The reaction mixture was cooled and the solvent removed on a rotary evaporator to give an off-white powder which was used without further purification. The quaternization afforded 39.4 g (86% yield) ... Reactants: C=1C=CC2=C(C1)N=NN2O (HOBT), CCN=C=NCCCN(C)C.Cl (EDC hydrochloride), C(O)([O-])=O.[Na+] (sodium hydrogencarbonate), Cl.Cl.C(=O)(O)C=1C=CC2=C(N=C(O2)C2CCN(CC2)[C@H]2C[C@H](NC2)C(=O)N2CSCC2)C1 (3-{(2S,4S)-4-[4-(5-carboxy-2-benzoxazolyl)piperidino]-2-pyrrolidinylcarbonyl}-1,3-thiazolidine dihydrochloride), Cl.CNC (dimethylamine hydrochloride). Reaction SMILES: Cl.Cl.[C:3]([C:6]1[CH:7]=[CH:8][C:9]2[O:13][C:12]([CH:14]3[CH2:19][CH2:18][N:17]([C@@H:20]4[CH2:24][NH:23][C@H:22]([C:25]([N:27]5[CH2:31][CH2:30][S:29][CH2:28]5)=[O:26])[CH2:21]4)[CH2:16][CH2:15]3)=[N:11][C:10]=2[CH:32]=1)(O)=[O:4].Cl.[CH3:34][NH:35][CH3:36].C1C=C[C:40]2N(O)N=N[C:41]=2[CH:42]=1.[CH3:47]CN=C=NCCCN(C)C.Cl.[C:59](=[O:62])([O-])[OH:60].[Na+]>CN(C=O)C.C(N(CC)CC)C>[C:41]([O:60][C:59]([N:23]1[CH2:24][C@@H:20]([N:17]2[CH2:18][CH2:19][CH:14]([C:12]3[O:13][C:9]4[CH:8]=[CH:7][C:6]([C:3](=[O:4])[N:35]([CH3:36])[CH3:34])=[CH:32][C:10]=4[N:11]=3)[CH2:15][CH2:16]2)[CH2:21][C@H:22]1[C:25]([N:27]1[CH2:31][CH2:30][S:29][CH2:28]1)=[O:26])=[O:62])([CH3:40])([CH3:42])[CH3:47] |f:0.1.2,3.4,6.7,8.9|. Run at time 1.5 hour. The solvent is C(C)N(CC)CC (triethylamine), CN(C)C=O (DMF). Yields the product C(C)(C)(C)OC(=O)N1[C@@H](C[C@@H](C1)N1CCC(CC1)C=1OC2=C(N1)C=C(C=C2)C(N(C)C)=O)C(=O)N2CSCC2 (3-((2S,4S)-1-tert-butoxycarbonyl-4-{4-[5-(N,N-dimethylcarbamoyl)-2-benzoxazolyl]piperidino}-2-pyrrolidinylcarbonyl)-1,3-thiazolidine). Reported procedure: The product (1.36 g) of Example 310 (1) and dimethylamine hydrochloride (0.244 g) were dissolved in DMF, and triethylamine (0.42 mL), HOBT (0.457 g) and EDC hydrochloride (0.572 g) were added thereto. The mixture was stirred at room temperature for 1.5 hr. The saturated aqueous sodium hydrogencarbonate solution was added to the reaction mixture, and the mixture was extracted with ethyl acetate. The extract was dried and concentrated under reduced pressure. The residue was purified by silica gel ... The reactants are C(#N)C=1C=C(C=CC1OCCC(C)C)N1N=CC(=C1)C(=O)OCC (ethyl 1-(3-cyano-4-(3-methylbutoxy)phenyl)pyrazole-4-carboxylate), [OH-].[Na+] (sodium hydroxide), O (water), C(C)(=O)O (acetic acid). The solvent is C(C)O (ethanol). Run at temperature 80 celsius. Product: C(#N)C=1C=C(C=CC1OCCC(C)C)N1N=CC(=C1)C(=O)O (1-(3-cyano-4-(3-methylbutoxy)phenyl)pyrazole-4-carboxylic acid). Yield: 66.3%. RXN SMILES: [C:1]([C:3]1[CH:4]=[C:5]([N:15]2[CH:19]=[C:18]([C:20]([O:22]CC)=[O:21])[CH:17]=[N:16]2)[CH:6]=[CH:7][C:8]=1[O:9][CH2:10][CH2:11][CH:12]([CH3:14])[CH3:13])#[N:2].[OH-].[Na+].O.C(O)(=O)C>C(O)C>[C:1]([C:3]1[CH:4]=[C:5]([N:15]2[CH:19]=[C:18]([C:20]([OH:22])=[O:21])[CH:17]=[N:16]2)[CH:6]=[CH:7][C:8]=1[O:9][CH2:10][CH2:11][CH:12]([CH3:14])[CH3:13])#[N:2] |f:1.2|. Procedure details: To a solution (15 ml) of ethyl 1-(3-cyano-4-(3-methylbutoxy)phenyl)pyrazole-4-carboxylate (1.6 g) in ethanol was added 1.5 N aqueous sodium hydroxide solution (4 ml) with stirring, and the mixture was heated at 80° C. for 30 minutes. After the completion of the reaction, the reaction mixture was poured into water and neutralized with acetic acid. The precipitated crystals were recrystallized from ethyl acetate to give 0.97 g of 1-(3-cyano-4-(3-methylbutoxy)phenyl)pyrazole-4-carboxylic acid, melt... The reactants are O=Cc1cc(C(F)(F)F)ccc1Br, [BH3-]C#N, CC(=O)O, CO, NCc1ccccc1, [Na+]. Yields the product FC(F)(F)c1ccc(Br)c(CNCc2ccccc2)c1. Reaction SMILES: [Br:1][c:2]1[c:3]([CH:4]=[O:5])[cH:6][c:7]([C:10]([F:11])([F:12])[F:13])[cH:8][cH:9]1.[C:22]([BH3-:23])#[N:24].[CH3:26][C:27](=[O:28])[OH:29].[CH3:30][OH:31].[NH2:14][CH2:15][c:16]1[cH:17][cH:18][cH:19][cH:20][cH:21]1.[Na+:25]>>[Br:1][c:2]1[c:3]([CH2:4][NH:14][CH2:15][c:16]2[cH:17][cH:18][cH:19][cH:20][cH:21]2)[cH:6][c:7]([C:10]([F:11])([F:12])[F:13])[cH:8][cH:9]1. Reactants: Cl (HCl), [H][H] (hydrogen), ice, ClC=1C=C(C=O)C=C(C1)OC (3-chloro-5-methoxybenzaldehyde), [BH4-].[Na+] (NaBH4). Solvent: C(C)O (ethanol). Run at time 0.5 hour. Yields the product ClC=1C=C(CO)C=C(C1)OC (3-Chloro-5-methoxybenzyl alcohol). Yield: 97.2%. As a reaction SMILES: [Cl:1][C:2]1[CH:3]=[C:4]([CH:7]=[C:8]([O:10][CH3:11])[CH:9]=1)[CH:5]=[O:6].[BH4-].[Na+].Cl.[H][H]>C(O)C>[Cl:1][C:2]1[CH:3]=[C:4]([CH:7]=[C:8]([O:10][CH3:11])[CH:9]=1)[CH2:5][OH:6] |f:1.2|. Procedure: To an ice-cold solution of 3-chloro-5-methoxybenzaldehyde (27 mmol, 4.60 g) in ethanol (90 ml) was added NaBH4 (30 mmol, 1.14 g) in one portion under stirring. After 0.5 h the mixture was allowed to reach room temperature and stirred for another 0.5 h. HCl (2 M, ˜25 ml)) was added slowly until no more hydrogen gas evolved, the resulting mixture was concentrated under reduced pressure and the residue separated between water and ether, the organic phase was washed with braine and dried (MgSO4). Fi... Starting materials: N(C(=O)C)C1=CC2=C(OCO2)C=C1 (5-acetamino-1,3-benzodioxole), [N+](=O)(O)[O-] (nitric acid). Run in C(C)(=O)O (acetic acid), C(C)(=O)O (acetic acid). Product: N(C(=O)C)C1=CC2=C(OCO2)C=C1[N+](=O)[O-] (5-acetamino-6-nitro-1,3-benzodioxole). The yield is 96.6%. As a reaction SMILES: [NH:1]([C:5]1[CH:13]=[CH:12][C:8]2[O:9][CH2:10][O:11][C:7]=2[CH:6]=1)[C:2]([CH3:4])=[O:3].[N+:14]([O-])([OH:16])=[O:15]>C(O)(=O)C>[NH:1]([C:5]1[C:13]([N+:14]([O-:16])=[O:15])=[CH:12][C:8]2[O:9][CH2:10][O:11][C:7]=2[CH:6]=1)[C:2]([CH3:4])=[O:3]. Procedure details: 56.5 g of 5-acetamino-1,3-benzodioxole in 250 ml of glacial acetic acid were nitrated as described above with a solution of 30 ml of nitric acid in 100 ml of glacial acetic acid in a 500 ml sulfonation flask equipped with stirrer, thermometer and dropping funnel. The crystals, removed by filtration under suction, were ashed thoroughly with water and dried overnight at about 60° C. in vacuo. There were obtained 68.3 g (96.6% of theory) of 5-acetamino-6-nitro-1,3-benzodioxole of melting point 211°... Starting materials: C(=O)=O (dry ice), C(C)(C)(C)OC(NC=1C=NC=CC1)=O (Pyridin-3-yl-carbamic acid tert-butyl ester), C(CCC)[Li] (n-butyl lithium), CN(CCN(C)C)C (N,N,N′,N′-tetramethylethylendiamine). The solvent is C(C)OCC (diethyl ether), O (water), C(C)OCC (diethyl ether). Reaction conditions: temperature -78 celsius, time 2 hour. Yields the product C(C)(C)(C)OC(=O)NC1=C(C(=O)O)C=CN=C1 (3-tert-butoxycarbonylamino-isonicotinic acid). As a reaction SMILES: [C:1]([O:5][C:6](=[O:14])[NH:7][C:8]1[CH:9]=[N:10][CH:11]=[CH:12][CH:13]=1)([CH3:4])([CH3:3])[CH3:2].CN(C)CCN(C)C.C([Li])CCC.[C:28](=[O:30])=[O:29]>C(OCC)C.O>[C:1]([O:5][C:6]([NH:7][C:8]1[CH:9]=[N:10][CH:11]=[CH:12][C:13]=1[C:28]([OH:30])=[O:29])=[O:14])([CH3:4])([CH3:2])[CH3:3]. Reported procedure: Pyridin-3-yl-carbamic acid tert-butyl ester (6.20 g) was dissolved in anhydrous diethyl ether (260 mL), cooled to −78° C. and N,N,N′,N′-tetramethylethylendiamine (14.4 mL) was added. A solution of n-butyl lithium (1.6 M in hexane, 60 mL) was added slowly over a time period of 10 minutes. After the addition of the reagent was completed, the reaction mixture was allowed to warm to −10° C. and stirred at this temperature for 2 hours. The reaction mixture was then re-cooled to −78° C. and slowly pou... Starting materials: COC(=O)C#CC(=O)OC, CO, Nc1c[nH]c(=O)[nH]c1=O. The product is COC(=O)C=C(Nc1c[nH]c(=O)[nH]c1=O)C(=O)OC. RXN SMILES: [C:10](#[C:11][C:12](=[O:13])[O:14][CH3:15])[C:16](=[O:17])[O:18][CH3:19].[CH3:20][OH:21].[NH2:1][c:2]1[c:3](=[O:9])[nH:4][c:5](=[O:8])[nH:6][cH:7]1>>[NH:1]([c:2]1[c:3](=[O:9])[nH:4][c:5](=[O:8])[nH:6][cH:7]1)[C:11](=[CH:10][C:16](=[O:17])[O:18][CH3:19])[C:12](=[O:13])[O:14][CH3:15]. Reactants: FC(C=1C=C(CS)C=CC1)(F)F (m-trifluoromethylbenzylmercaptan), [H-].[Na+] (sodium hydride), CCCCCC (hexane), COC(=O)C1=NC=C(C=C1[N+](=O)[O-])C(=O)OC (3-nitro-2,5-pyridinedicarboxylic acid dimethyl ester). The solvent is C(C)(=O)O (acetic acid), CN(C=O)C (dimethylformamide), O (water), CN(C=O)C (dimethylformamide). Product: COC(=O)C1=NC=C(C=C1SCC1=CC(=CC=C1)C(F)(F)F)C(=O)OC (3-(m-trifluoromethylbenzylmercapto)-2,5-pyridine-dicarboxylic acid dimethyl ester). As a reaction SMILES: [F:1][C:2]([F:12])([F:11])[C:3]1[CH:4]=[C:5]([CH:8]=[CH:9][CH:10]=1)[CH2:6][SH:7].[H-].[Na+].CCCCCC.[CH3:21][O:22][C:23]([C:25]1[C:30]([N+]([O-])=O)=[CH:29][C:28]([C:34]([O:36][CH3:37])=[O:35])=[CH:27][N:26]=1)=[O:24]>CN(C)C=O.O.C(O)(=O)C>[CH3:21][O:22][C:23]([C:25]1[C:30]([S:7][CH2:6][C:5]2[CH:8]=[CH:9][CH:10]=[C:3]([C:2]([F:11])([F:12])[F:1])[CH:4]=2)=[CH:29][C:28]([C:34]([O:36][CH3:37])=[O:35])=[CH:27][N:26]=1)=[O:24] |f:1.2|. Procedure details: The solution of 4.6 g of m-trifluoromethylbenzylmercaptan in 30 ml of dimethylformamide is added to the slurry of 1.08 g of 50% sodium hydride in mineral oil (washed 2 times with hexane), under nitrogen while stirring at room temperature. After several minutes, a clear yellow solution is obtained, which is combined with that of 5.0 g of 3-nitro-2,5-pyridinedicarboxylic acid dimethyl ester in 50 ml of dimethylformamide. The mixture is warmed on the steam bath for 30 minutes at 90° and stirred at ...